This data is from the Open Reaction Database (ORD), a public repository of structured organic reaction records. The task is: describe an organic reaction: reactants, conditions, products, and yield Reactants: S(=O)(Cl)Cl (Thionyl chloride), ClC(C(C(N)=S)CC(=S)OCC)(Cl)Cl (ethyl 2-(2,2,2-trichloro-1-thiocarbamoylethyl)thioacetate). Reaction conditions: time 30 minute. Yields the product ClC=CCC(=S)OCC (ethyl chlorovinylthioacetate). Reaction SMILES: S(Cl)(Cl)=O.[Cl:5][C:6](Cl)(Cl)[CH:7]([CH2:11][C:12]([O:14][CH2:15][CH3:16])=[S:13])C(=S)N>>[Cl:5][CH:6]=[CH:7][CH2:11][C:12]([O:14][CH2:15][CH3:16])=[S:13]. Procedure details: Thionyl chloride (25 ml) is dropwise added to the ester (3) (47.6 g). After 30 minutes at 30° C., the mixture is distilled in vacuo (b.p. 104°-105° C./7 mmHg, Yield: 43 g). To the distillate are added benzene (82 ml) and DBU (42 ml), and the mixture is heated under reflux for 1.5 hours. The reaction mixture is washed with water and distilled in vacuo to give methyl vinylthioacetate (4). Yield: 24.7 g, b.p. 59°-65.5° C.4-5 mmHg. RXN SMILES: [Si]([O:18][C:19]1[CH:59]=[CH:58][C:22]([O:23][CH2:24][C@@H:25]([OH:57])[CH2:26][NH:27][CH2:28][CH2:29][C:30]2[CH:56]=[CH:55][C:33]([NH:34][CH:35]3[CH2:40][CH2:39][N:38]([C:41]([C:43]4[NH:44][C:45]5[C:50]([CH:51]=4)=[CH:49][CH:48]=[CH:47][C:46]=5[N+:52]([O-:54])=[O:53])=[O:42])[CH2:37][CH2:36]3)=[CH:32][CH:31]=2)=[CH:21][CH:20]=1)(C(C)(C)C)(C1C=CC=CC=1)C1C=CC=CC=1>C(Cl)(Cl)Cl.CO>[OH:57][C@H:25]([CH2:24][O:23][C:22]1[CH:21]=[CH:20][C:19]([OH:18])=[CH:59][CH:58]=1)[CH2:26][NH:27][CH2:28][CH2:29][C:30]1[CH:31]=[CH:32][C:33]([NH:34][CH:35]2[CH2:36][CH2:37][N:38]([C:41]([C:43]3[NH:44][C:45]4[C:50]([CH:51]=3)=[CH:49][CH:48]=[CH:47][C:46]=4[N+:52]([O-:54])=[O:53])=[O:42])[CH2:39][CH2:40]2)=[CH:55][CH:56]=1 |f:1.2|. Isolated yield 70.1%. The product is O[C@@H](CNCCC1=CC=C(C=C1)NC1CCN(CC1)C(=O)C=1NC2=C(C=CC=C2C1)[N+](=O)[O-])COC1=CC=C(C=C1)O ([4-(4-{2-[(2S)-2-Hydroxy-3-(4-hydroxy-phenoxy)-propylamino]-ethyl}-phenylamino)-piperidin-1-yl]-(7-nitro-1H-indol-2-yl)-methanone). Solvent: C(Cl)(Cl)Cl.CO (chloroform methanol). Reactants: [Si](C1=CC=CC=C1)(C1=CC=CC=C1)(C(C)(C)C)OC1=CC=C(OC[C@H](CNCCC2=CC=C(NC3CCN(CC3)C(=O)C=3NC4=C(C=CC=C4C3)[N+](=O)[O-])C=C2)O)C=C1 ({4-[4-(2-{[(2S)-3-(4-{[tert-Butyl(diphenyl)silyl]oxy}phenoxy)-2-hydroxypropyl]amino}ethyl)anilino]-1-piperidinyl}(7-nitro-1H-indol-2-yl)methanone). Reported procedure: {4-[4-(2-{[(2S)-3-(4-{[tert-Butyl(diphenyl)silyl]oxy}phenoxy)-2-hydroxypropyl]amino}ethyl)anilino]-1-piperidinyl}(7-nitro-1H-indol-2-yl)methanone (0.117 g, 0.144 mmol) was reacted according to Procedure H (eluant: 5:1 chloroform-methanol) to give the title compound (0.058, 0.101 mmol). The reactants are COC(=O)N[C@@H](C(C)C)C(=O)O (N-methoxycarbonyl-L-Valine), CO[C@@H]([C@H](N)C(=O)O)C (O-Methyl-L-Threonine). Product: CO[C@@H]([C@@H](C(=O)O)NC(=O)OC)C ((2S,3R)-3-methoxy-2-(methoxycarbonylamino)butanoic acid). As a reaction SMILES: [CH3:1][O:2][C:3]([NH:5][C@H:6]([C:10]([OH:12])=[O:11])[CH:7]([CH3:9])C)=[O:4].[CH3:13][O:14][C@H](C)[C@@H](C(O)=O)N>>[CH3:13][O:14][C@H:7]([CH3:9])[C@H:6]([NH:5][C:3]([O:2][CH3:1])=[O:4])[C:10]([OH:12])=[O:11]. Reported procedure: (2S,3R)-3-methoxy-2-(methoxycarbonylamino)butanoic acid was synthesized similar to N-methoxycarbonyl-L-Valine, using O-Methyl-L-Threonine instead of L-Valine. Dichloromethane extraction was carried out 10 times instead of 3 times. Reactants: Cl (HCl), OC1=C(C=CC=C1)C1=CC=C(C=C1)CCC(C(=O)NOC1OCCCC1)(S(=O)(=O)C)C (4-(2′-Hydroxybiphenyl-4-yl)-2-methyl-2-(methylsulfonyl)-N-(tetrahydro-2H-pyran-2-yloxy)butanamide), CO (Methanol). The solvent is C(Cl)Cl (methylene chloride). Run at time 5 minute. Product: ONC(C(CCC1=CC=C(C=C1)C1=C(C=CC=C1)O)(S(=O)(=O)C)C)=O (N-hydroxy-4-(2′-hydroxybiphenyl-4-yl)-2-methyl-2-(methylsulfonyl)butanamide). Reaction SMILES: [OH:1][C:2]1[CH:7]=[CH:6][CH:5]=[CH:4][C:3]=1[C:8]1[CH:13]=[CH:12][C:11]([CH2:14][CH2:15][C:16]([CH3:31])([S:27]([CH3:30])(=[O:29])=[O:28])[C:17]([NH:19][O:20]C2CCCCO2)=[O:18])=[CH:10][CH:9]=1.Cl.CO>C(Cl)Cl>[OH:20][NH:19][C:17](=[O:18])[C:16]([CH3:31])([S:27]([CH3:30])(=[O:28])=[O:29])[CH2:15][CH2:14][C:11]1[CH:10]=[CH:9][C:8]([C:3]2[CH:4]=[CH:5][CH:6]=[CH:7][C:2]=2[OH:1])=[CH:13][CH:12]=1. Reported procedure: 4-(2′-Hydroxybiphenyl-4-yl)-2-methyl-2-(methylsulfonyl)-N-(tetrahydro-2H-pyran-2-yloxy)butanamide (19.6 mg, 0.044 mmol) was dissolved in methylene chloride (1 mL) at ambient temperature. To this solution was added HCl (4M in 1,4-dioxane, 0.33 mL, 1.32 mmol) and the solution was stirred at RT for 5 minutes. Methanol (100 uL) was added followed by silica gel and the mixture was concentrated to dryness. The crude material was purified via silica gel chromatography and eluted with methylene chloride... Starting materials: C(#N)CC(=O)OC (methyl cyanoacetate), OC(CC(=O)OCC)(C)C1=CC=CC=C1 (ethyl 3-hydroxy-3-phenylbutyrate), S(O)(O)(=O)=O (sulphuric acid), ice. Conditions: time 18 hour. Product: COC(=O)CC(=O)NC(CC(=O)OCC)(C)C1=CC=CC=C1 (ethyl 3-(methoxycarbonylacetamido)-3-phenylbutyrate). RXN SMILES: [C:1]([CH2:3][C:4]([O:6][CH3:7])=[O:5])#[N:2].O[C:9]([C:17]1[CH:22]=[CH:21][CH:20]=[CH:19][CH:18]=1)([CH3:16])[CH2:10][C:11]([O:13][CH2:14][CH3:15])=[O:12].S(=O)(=O)(O)[OH:24]>>[CH3:7][O:6][C:4]([CH2:3][C:1]([NH:2][C:9]([C:17]1[CH:22]=[CH:21][CH:20]=[CH:19][CH:18]=1)([CH3:16])[CH2:10][C:11]([O:13][CH2:14][CH3:15])=[O:12])=[O:24])=[O:5]. Procedure: Concentrated sulphuric acid (80 ml) was added at 0°-5° C. to a stirred solution of methyl cyanoacetate (28 ml) and ethyl 3-hydroxy-3-phenylbutyrate (65 g) and the mixture stirred at ambient temperature for 18 hours. The mixture was added to crushed ice (250 g) and the acidic mixture extracted with dichloromethane (3×100 ml). The combined extracts were washed with water (4×250 ml), dried over sodium sulphate and evaporated under reduced pressure to give ethyl 3-(methoxycarbonylacetamido)-3-phenyl... The reactants are C1CCNCC1, Cc1ccccc1, O=[N+]([O-])c1cc(F)c(F)cc1Cl. Yields the product O=[N+]([O-])c1cc(F)c(N2CCCCC2)cc1Cl. As a reaction SMILES: [CH2:13]1[CH2:14][CH2:15][NH:16][CH2:17][CH2:18]1.[CH3:19][c:20]1[cH:21][cH:22][cH:23][cH:24][cH:25]1.[Cl:1][c:2]1[c:3]([N+:10](=[O:11])[O-:12])[cH:4][c:5]([F:9])[c:6]([F:8])[cH:7]1>>[Cl:1][c:2]1[c:3]([N+:10](=[O:11])[O-:12])[cH:4][c:5]([F:9])[c:6]([N:16]2[CH2:15][CH2:14][CH2:13][CH2:18][CH2:17]2)[cH:7]1. Reactants: O1CCC1 (oxetane), [Br-].C[N+](CCCNC)(C)C (N,N,N-trimethyl-[3-(methylamino)]-1-propanaminium bromide). The solvent is O (water). Yields the product [Br-].OCCCN(C)CCC[N+](C)(C)C (3-[N'-(3-Hydroxypropyl)-N'-methylamino]-N,N,N-trimethyl-1-propanaminium Bromide). Reaction SMILES: [O:1]1[CH2:4][CH2:3][CH2:2]1.[Br-:5].[CH3:6][N+:7]([CH3:14])([CH3:13])[CH2:8][CH2:9][CH2:10][NH:11][CH3:12]>O>[Br-:5].[OH:1][CH2:2][CH2:3][CH2:4][N:11]([CH2:10][CH2:9][CH2:8][N+:7]([CH3:14])([CH3:13])[CH3:6])[CH3:12] |f:1.2,4.5|. Reported procedure: A mixture of 20 g. of oxetane (0.34 mole), 32.8 g. of N,N,N-trimethyl-[3-(methylamino)]-1-propanaminium bromide (0.156 mole) and 22 ml. water is heated in a sealed tube at 100° for 15 hours. The solution is evaporated in vacuo and the residue is dissolved in 50 ml. of acetonitrile and filtered. Upon evaporation the desired product crystallizes. The product may be recrystallized from acetonitrile.